This data is from the Open Reaction Database (ORD), a public repository of structured organic reaction records. The task is: describe an organic reaction: reactants, conditions, products, and yield Starting materials: CC(C(CN1C=NC=C1)=O)(C)C (3,3-dimethyl-1-(imidazol-1-yl)-butan-2-one), COC(N(C)C)OC (dimethylformamide dimethyl acetal). The product is CC(C(C(=CN(C)C)N1C=NC=C1)=O)(C)C (4,4-dimethyl-1-dimethylamino-2-(imidazol-1-yl)-pent-1-en-3-one). Isolated yield 90.4%. As a reaction SMILES: [CH3:1][C:2]([CH3:12])([CH3:11])[C:3](=[O:10])[CH2:4][N:5]1[CH:9]=[CH:8][N:7]=[CH:6]1.CO[CH:15](OC)[N:16]([CH3:18])[CH3:17]>>[CH3:1][C:2]([CH3:12])([CH3:11])[C:3](=[O:10])[C:4]([N:5]1[CH:9]=[CH:8][N:7]=[CH:6]1)=[CH:15][N:16]([CH3:18])[CH3:17]. Reported procedure: 41.6 g (0.25 mol) of 3,3-dimethyl-1-(imidazol-1-yl)-butan-2-one and 35.7 g (0.3 mol) of dimethylformamide dimethyl acetal were heated under reflux for 5 hours. The excess acetal was then distilled off. The oil which remained crystallized on cooling. 50 g (90.5% of theory) of 4,4-dimethyl-1-dimethylamino-2-(imidazol-1-yl)-pent-1-en-3-one of melting point 45°-50° C. were obtained. ##STR16## Reactants: CCOC(=N)Cc1ccc(OC)cc1, CCO, Cl, Cc1ccccc1COc1cccnc1N. The product is Cl, COc1ccc(CC(=N)Nc2ncccc2OCc2ccccc2C)cc1. Reaction SMILES: [CH3:18][O:19][c:20]1[cH:21][cH:22][c:23]([CH2:26][C:27]([O:28][CH2:29][CH3:30])=[NH:31])[cH:24][cH:25]1.[CH3:32][CH2:33][OH:34].[ClH:17].[NH2:1][c:2]1[n:3][cH:4][cH:5][cH:6][c:7]1[O:8][CH2:9][c:10]1[c:11]([CH3:16])[cH:12][cH:13][cH:14][cH:15]1>>[ClH:17].[NH:1]([c:2]1[n:3][cH:4][cH:5][cH:6][c:7]1[O:8][CH2:9][c:10]1[c:11]([CH3:16])[cH:12][cH:13][cH:14][cH:15]1)[C:27]([CH2:26][c:23]1[cH:22][cH:21][c:20]([O:19][CH3:18])[cH:25][cH:24]1)=[NH:31].